This data is from the Open Reaction Database (ORD), a public repository of structured organic reaction records. The task is: describe an organic reaction: reactants, conditions, products, and yield Reactants: [OH-].[Na+] (sodium hydroxide), ClC=1SC(=CN1)CCl (2-chloro-5-(chloromethyl)-1,3-thiazole), C(C1=CC=CC=C1)NC1=CC(OC1)=O (4-(benzylamino)furan-2(5H)-one), solution. Run in C(OC)COC (dimethoxyethane), C(OC)COC (dimethoxyethane). Conditions: temperature 50 celsius, time 6 hour. Product: C(C1=CC=CC=C1)N(C1=CC(OC1)=O)CC1=CN=C(S1)Cl (4-{benzyl[(2-chloro-1,3-thiazol-5-yl)methyl]amino}furan-2(5H)-one). Isolated yield 71.0%. RXN SMILES: [CH2:1]([NH:8][C:9]1[CH2:13][O:12][C:11](=[O:14])[CH:10]=1)[C:2]1[CH:7]=[CH:6][CH:5]=[CH:4][CH:3]=1.[OH-].[Na+].[Cl:17][C:18]1[S:19][C:20]([CH2:23]Cl)=[CH:21][N:22]=1>C(COC)OC>[CH2:1]([N:8]([CH2:23][C:20]1[S:19][C:18]([Cl:17])=[N:22][CH:21]=1)[C:9]1[CH2:13][O:12][C:11](=[O:14])[CH:10]=1)[C:2]1[CH:3]=[CH:4][CH:5]=[CH:6][CH:7]=1 |f:1.2|. Procedure details: 6.3 g of 4-(benzylamino)furan-2(5H)-one (Example 16) are initially charged in 75 ml of dimethoxyethane at room temperature. Subsequently, 1.3 g of sodium hydroxide are added and, at 40° C., 34.4 g of a 15% solution of 2-chloro-5-(chloromethyl)-1,3-thiazole in dimethoxyethane are metered in. The mixture is stirred at 50° C. for a further 6 h. The solvent is substantially removed under reduced pressure and the residue is admixed with 50 ml of water and 50 ml of methylene chloride. The organic phas... Reactants: CCOC(=O)C=Cc1ccc(C=Cc2csc3ccccc23)s1, [K+], C1CCOC1, [OH-]. The product is O=C(O)C=Cc1ccc(C=Cc2csc3ccccc23)s1. RXN SMILES: [CH2:1]([CH3:2])[O:3][C:4]([CH:5]=[CH:6][c:7]1[s:8][c:9]([CH:12]=[CH:13][c:14]2[c:15]3[c:16]([s:17][cH:18]2)[cH:19][cH:20][cH:21][cH:22]3)[cH:10][cH:11]1)=[O:23].[K+:25].[O:26]1[CH2:27][CH2:28][CH2:29][CH2:30]1.[OH-:24]>>[O:3]=[C:4]([CH:5]=[CH:6][c:7]1[s:8][c:9]([CH:12]=[CH:13][c:14]2[c:15]3[c:16]([s:17][cH:18]2)[cH:19][cH:20][cH:21][cH:22]3)[cH:10][cH:11]1)[OH:23].